From a dataset of the Open Reaction Database (ORD), a public repository of structured organic reaction records. describe an organic reaction: reactants, conditions, products, and yield The reactants are CCCN(CCC)CCCCNCc1ccc(CNC(=O)OC(C)(C)C)cc1, [BH3-]C#N, C=O, CC(=O)O, CO, [Na+]. Product: CCCN(CCC)CCCCN(C)Cc1ccc(CNC(=O)OC(C)(C)C)cc1. As a reaction SMILES: [C:1]([CH3:2])([CH3:3])([CH3:4])[O:5][C:6]([NH:7][CH2:8][c:9]1[cH:10][cH:11][c:12]([CH2:15][NH:16][CH2:17][CH2:18][CH2:19][CH2:20][N:21]([CH2:22][CH2:23][CH3:24])[CH2:25][CH2:26][CH3:27])[cH:13][cH:14]1)=[O:28].[C:31]([BH3-:32])#[N:33].[CH2:29]=[O:30].[CH3:35][C:36](=[O:37])[OH:38].[CH3:39][OH:40].[Na+:34]>>[C:1]([CH3:2])([CH3:3])([CH3:4])[O:5][C:6]([NH:7][CH2:8][c:9]1[cH:10][cH:11][c:12]([CH2:15][N:16]([CH2:17][CH2:18][CH2:19][CH2:20][N:21]([CH2:22][CH2:23][CH3:24])[CH2:25][CH2:26][CH3:27])[CH3:31])[cH:13][cH:14]1)=[O:28].